Task: describe an organic reaction: reactants, conditions, products, and yield. Dataset: the Open Reaction Database (ORD), a public repository of structured organic reaction records The reactants are example 33 ( B ), CC1=CC=C(C(=O)NC=2C(=NNC2C2=CC=CC=C2)C)C=C1 (4-methyl-N-(3-methyl-5-phenyl-1H-pyrazol-4-yl)-benzamide). Solvent: O (water). Product: CC1=NNC2=C1N=C(C=1C=CC=CC21)C2=CC=C(C=C2)C (3-Methyl-5-p-tolyl-1H-pyrazolo[4,3-c]isoquinoline). RXN SMILES: [CH3:1][C:2]1[CH:22]=[CH:21][C:5]([C:6]([NH:8][C:9]2[C:10]([CH3:20])=[N:11][NH:12][C:13]=2[C:14]2[CH:19]=[CH:18][CH:17]=[CH:16][CH:15]=2)=O)=[CH:4][CH:3]=1>O>[CH3:20][C:10]1[C:9]2[N:8]=[C:6]([C:5]3[CH:21]=[CH:22][C:2]([CH3:1])=[CH:3][CH:4]=3)[C:15]3[CH:16]=[CH:17][CH:18]=[CH:19][C:14]=3[C:13]=2[NH:12][N:11]=1. Reported procedure: The preparation took place in analogy to example 33 (B), using 192 mg of 4-methyl-N-(3-methyl-5-phenyl-1H-pyrazol-4-yl)-benzamide, except the reaction mixture was diluted with water and extracted with dichloromethane. The organic portion was concentrated under reduced pressure and purified by MPLC (4 g SiO2, dichloromethane/methanol, gradient=99/1→50/50) to give the title compound. Reactants: C1(=CN2CCCC3=CC=CC1=C23)CC(=O)N (2-(5,6-dihydro-4H-pyrrolo[3,2,1-ij]quinolin-1-yl)acetamide), COC(C(=O)C1=CN(C2=CC=CC=C12)CCCO)=O (1-(3-hydroxypropyl)indole-3-glyoxylic acid methyl ester). Product: C1(=CN2CCCC3=CC=CC1=C23)C=2C(NC(C2C2=CN(C3=CC=CC=C23)CCCO)=O)=O (3-(5,6-dihydro-4H-pyrrolo[3,2,1-ij]quinolin-1-yl)-4-[1-(3-hydroxy-propyl)-1H-indol-3-yl]-pyrrole-2,5-dione). Reaction SMILES: [C:1]1([CH2:13][C:14]([NH2:16])=[O:15])[C:11]2=[C:12]3[C:7](=[CH:8][CH:9]=[CH:10]2)[CH2:6][CH2:5][CH2:4][N:3]3[CH:2]=1.C[O:18][C:19](=O)[C:20]([C:22]1[C:30]2[C:25](=[CH:26][CH:27]=[CH:28][CH:29]=2)[N:24]([CH2:31][CH2:32][CH2:33][OH:34])[CH:23]=1)=O>>[C:1]1([C:13]2[C:14](=[O:15])[NH:16][C:19](=[O:18])[C:20]=2[C:22]2[C:30]3[C:25](=[CH:26][CH:27]=[CH:28][CH:29]=3)[N:24]([CH2:31][CH2:32][CH2:33][OH:34])[CH:23]=2)[C:11]2=[C:12]3[C:7](=[CH:8][CH:9]=[CH:10]2)[CH2:6][CH2:5][CH2:4][N:3]3[CH:2]=1. Procedure: Beginning with 2-(5,6-dihydro-4H-pyrrolo[3,2,1-ij]quinolin-1-yl)acetamide and 1-(3-hydroxypropyl)indole-3-glyoxylic acid methyl ester, the title compound was prepared essentially as described in Example 1. Reactants: NC[C@H]1N(CCC[C@H]1C)C(=O)C1=C(C(=CC=C1)C)N1N=CC=N1 (((2S,3R)-2-(aminomethyl)-3-methylpiperidin-1-yl)(3-methyl-2-(2H-1,2,3-triazol-2-yl)phenyl)methanone), FC1=NC=C(C=C1)C(F)(F)F (2-fluoro-5-(trifluoromethyl)pyridine). The product is C[C@H]1[C@H](N(CCC1)C(=O)C1=C(C(=CC=C1)C)N1N=CC=N1)CNC1=NC=C(C=C1)C(F)(F)F (((2S,3R)-3-Methyl-2-(((5-(trifluoromethyl)pyridin-2-yl)amino)methyl)piperidin-1-yl)(3-methyl-2-(2H-1,2,3-triazol-2-yl)phenyl)methanone). Reaction SMILES: [NH2:1][CH2:2][C@@H:3]1[C@H:8]([CH3:9])[CH2:7][CH2:6][CH2:5][N:4]1[C:10]([C:12]1[CH:17]=[CH:16][CH:15]=[C:14]([CH3:18])[C:13]=1[N:19]1[N:23]=[CH:22][CH:21]=[N:20]1)=[O:11].F[C:25]1[CH:30]=[CH:29][C:28]([C:31]([F:34])([F:33])[F:32])=[CH:27][N:26]=1>>[CH3:9][C@@H:8]1[CH2:7][CH2:6][CH2:5][N:4]([C:10]([C:12]2[CH:17]=[CH:16][CH:15]=[C:14]([CH3:18])[C:13]=2[N:19]2[N:23]=[CH:22][CH:21]=[N:20]2)=[O:11])[C@@H:3]1[CH2:2][NH:1][C:25]1[CH:30]=[CH:29][C:28]([C:31]([F:34])([F:33])[F:32])=[CH:27][N:26]=1. Reported procedure: The title compound was prepared following the same general protocol as described for Example A1 using ((2S,3R)-2-(aminomethyl)-3-methylpiperidin-1-yl)(3-methyl-2-(2H-1,2,3-triazol-2-yl)phenyl)methanone and 2-fluoro-5-(trifluoromethyl)pyridine. ESI-MS (m/z): 459 [M+1]+. 1H NMR (300 MHz, DMSO-d6) δ 8.45-6.50 (m, 9H), 4.65-2.70 (m, 5H), 2.10-0.75 (m, 11H). The reactants are OC=1C(=NC(=CC1)C)CO (3-hydroxy-6-methyl-2-pyridine methanol), C([O-])([O-])=O.[K+].[K+] (potassium carbonate), C(C1=CC=CC=C1)Br (benzyl bromide). Run in CN(C=O)C (N,N-dimethylformamide). Reaction conditions: temperature 60 celsius. Yields the product C(C1=CC=CC=C1)OC=1C(=NC(=CC1)C)CO (3-Benzyloxy-2-hydroxymethyl-6-methylpyridine). RXN SMILES: [OH:1][C:2]1[C:3]([CH2:9][OH:10])=[N:4][C:5]([CH3:8])=[CH:6][CH:7]=1.C(=O)([O-])[O-].[K+].[K+].[CH2:17](Br)[C:18]1[CH:23]=[CH:22][CH:21]=[CH:20][CH:19]=1>CN(C)C=O>[CH2:17]([O:1][C:2]1[C:3]([CH2:9][OH:10])=[N:4][C:5]([CH3:8])=[CH:6][CH:7]=1)[C:18]1[CH:23]=[CH:22][CH:21]=[CH:20][CH:19]=1 |f:1.2.3|. Procedure: 100 g of 3-hydroxy-6-methyl-2-pyridine methanol and 150 g of potassium carbonate were suspended in 400 ml of N,N-dimethylformamide. Under heating under stirring 60° C. in an oil bath, 85 ml of benzyl bromide was added dropwise thereinto. Further, after heating under stirring for 30 minutes, insoluble matters were filtered off. Water was added to the filtrate, and the mixture was extracted with ethyl acetate. The organic phase was washed with water and brine, dried over anhydrous magnesium sulfat... Reactants: O=C([C@H](O)[C@@H](O)[C@H](O)[C@H](O)CO)O (gluconic acid), solution. Solvent: O (water). Product: O=C([C@H](O)[C@@H](O)[C@H](O)[C@H](O)CO)O.O=C([C@H](O)[C@@H](O)[C@H](O)[C@H](O)CO)O.CCCCCC (hexane digluconate). As a reaction SMILES: [O:1]=[C:2]([OH:13])[C@@H:3]([C@H:5]([C@@H:7]([C@@H:9]([CH2:11][OH:12])[OH:10])[OH:8])[OH:6])[OH:4]>O>[O:1]=[C:2]([OH:13])[C@@H:3]([C@H:5]([C@@H:7]([C@@H:9]([CH2:11][OH:12])[OH:10])[OH:8])[OH:6])[OH:4].[O:1]=[C:2]([OH:13])[C@@H:3]([C@H:5]([C@@H:7]([C@@H:9]([CH2:11][OH:12])[OH:10])[OH:8])[OH:6])[OH:4].[CH3:2][CH2:3][CH2:5][CH2:7][CH2:9][CH3:11] |f:2.3.4|. Procedure: To 1,6-bis-(N5 -p-trifluoromethylphenyl-N1 -biguanido-heane, 2 molar equivalent of gluconic acid (a 50% solution in distilled water) was added and the solution was suitably diluted. Thus 1,6-bis(N5 -p-trifluoromethylphenyl-N1 -biguanido)-hexane digluconate aqueous solution was obtained. Starting materials: C1(=CC=CC=C1)[Mg]Br (phenyl magnesium bromide), BrCCCCC(=O)Cl (5-bromopentanoyl chloride), [Cl-].[NH4+] (ammonium chloride). The solvent is C(C)OCC (diethyl ether). Reaction conditions: time 15 minute. Product: BrCCCCC(O)(C1=CC=CC=C1)C1=CC=CC=C1 (5-bromo-1,1-diphenyl-1-pentanol). RXN SMILES: [C:1]1([Mg]Br)[CH:6]=[CH:5][CH:4]=[CH:3][CH:2]=1.[Br:9][CH2:10][CH2:11][CH2:12][CH2:13][C:14](Cl)=[O:15].[Cl-].[NH4+]>C(OCC)C>[Br:9][CH2:10][CH2:11][CH2:12][CH2:13][C:14]([C:1]1[CH:6]=[CH:5][CH:4]=[CH:3][CH:2]=1)([C:1]1[CH:6]=[CH:5][CH:4]=[CH:3][CH:2]=1)[OH:15] |f:2.3|. Procedure details: In a typical run, 2.6 equivalents of phenyl magnesium bromide are added to 1.0 equivalent of 5-bromopentanoyl chloride dissolved in dried diethyl ether under inert atmosphere at 0° C. and stirred during 15 minutes. After this time the mixture is warmed up to room temperature, and then ammonium chloride is added slowly to the mixture, and worked up in the usual manner to produce 5-bromo-1,1-diphenyl-1-pentanol as a white solid. The crude product is then refluxed during 6 hours with p-toluenesulfo...